This data is from the Open Reaction Database (ORD), a public repository of structured organic reaction records. The task is: describe an organic reaction: reactants, conditions, products, and yield Starting materials: C#CC(O)c1cccc(Oc2ccccc2)c1, CC1(C)C(C=CC(=O)OCC(F)F)C1C(=O)O, ClC(Cl)Cl. Product: C#CC(OC(=O)C1C(C=CC(=O)OCC(F)F)C1(C)C)c1cccc(Oc2ccccc2)c1. RXN SMILES: [C:18](#[CH:19])[CH:20]([c:21]1[cH:22][c:23]([O:27][c:28]2[cH:29][cH:30][cH:31][cH:32][cH:33]2)[cH:24][cH:25][cH:26]1)[OH:34].[CH3:1][C:2]1([CH3:17])[CH:3]([C:14](=[O:15])[OH:16])[CH:4]1[CH:5]=[CH:6][C:7]([O:8][CH2:9][CH:10]([F:11])[F:12])=[O:13].[Cl:35][CH:36]([Cl:37])[Cl:38]>>[CH3:1][C:2]1([CH3:17])[CH:3]([C:14](=[O:15])[O:16][CH:20]([C:18]#[CH:19])[c:21]2[cH:22][c:23]([O:27][c:28]3[cH:29][cH:30][cH:31][cH:32][cH:33]3)[cH:24][cH:25][cH:26]2)[CH:4]1[CH:5]=[CH:6][C:7]([O:8][CH2:9][CH:10]([F:11])[F:12])=[O:13]. The reactants are Oc1ccc(Br)cc1, O=C([O-])[O-], COS(=O)(=O)OC, CC(C)=O, [K+], [K+], O. The product is COc1ccc(Br)cc1. Reaction SMILES: [Br:8][c:9]1[cH:10][cH:11][c:12]([OH:15])[cH:13][cH:14]1.[C:16](=[O:17])([O-:18])[O-:19].[CH3:1][O:2][S:3](=[O:4])(=[O:5])[O:6][CH3:7].[CH3:22][C:23](=[O:24])[CH3:25].[K+:20].[K+:21].[OH2:26]>>[O:6]([CH3:7])[c:12]1[cH:11][cH:10][c:9]([Br:8])[cH:14][cH:13]1.